Task: describe an organic reaction: reactants, conditions, products, and yield. Dataset: the Open Reaction Database (ORD), a public repository of structured organic reaction records Reactants: [Br-].N1(CCCC1)CC[P+](C1=CC=CC=C1)(C1=CC=CC=C1)C1=CC=CC=C1 (2-(N-pyrrolidinyl)-ethyltriphenylphosphonium bromide), C(CCC)[Li] (n-butyl lithium), BrC1=CC2=C(OCC3=C(C2=O)C=CC=C3)C=C1 (2-bromo-6,11-dihydrodibenz [b,e1-oxepin-11-one). The solvent is CCCCCC (hexane), O1CCCC1 (tetrahydrofuran). Yields the product BrC1=CC\2=C(OCC3=C(/C2=C/CN2CCCC2)C=CC=C3)C=C1 ((Z)-1-[2-(2-Bromo-6,11-dihydrodibenz[b,e]oxepin-11-ylidene)ethyl]pyrrolidine). Reaction SMILES: [Br-].[N:2]1([CH2:7][CH2:8][P+](C2C=CC=CC=2)(C2C=CC=CC=2)C2C=CC=CC=2)[CH2:6][CH2:5][CH2:4][CH2:3]1.C([Li])CCC.[Br:33][C:34]1[CH:49]=[CH:48][C:37]2[O:38][CH2:39][C:40]3[CH:47]=[CH:46][CH:45]=[CH:44][C:41]=3[C:42](=O)[C:36]=2[CH:35]=1>CCCCCC.O1CCCC1>[Br:33][C:34]1[CH:49]=[CH:48][C:37]2[O:38][CH2:39][C:40]3[CH:47]=[CH:46][CH:45]=[CH:44][C:41]=3/[C:42](=[CH:8]/[CH2:7][N:2]3[CH2:3][CH2:4][CH2:5][CH2:6]3)/[C:36]=2[CH:35]=1 |f:0.1|. Reported procedure: Anhydrous 2-(N-pyrrolidinyl)-ethyltriphenylphosphonium bromide (10 g, 45 mmole), 48 mmole of n-butyl lithium in hexane, and 2-bromo-6,11-dihydrodibenz [b,e1-oxepin-11-one (5 g, 35 mmole) were reacted in 300 mL dry tetrahydrofuran by the procedure in Example 1, Step a. This provided the pure Z-isomer (1.76 g) as a light brown solid, mp 108°-109° C.. pmr (DMSO-d6) δ: 7.28-7.50 (m, 6H, aromatic H); 6.80 (d, J=8.8 Hz, 1H, H4); 5.82 (t, 1H, HC=); 5.20 (s, 2H, ArCH2O); 3.29 (m, 2H, NCH2C=); 2.50 (m, 4... Product: COc1ccc(C(F)(F)F)cc1C(=S)N=c1sc(C(C)(C)C)cn1CC1CN(S(=O)(=O)C2CC2)C1. Reaction SMILES: [C:1]([CH3:2])([CH3:3])([CH3:4])[c:5]1[cH:6][n:7]([CH2:25][CH:26]2[CH2:27][N:28]([S:30](=[O:31])(=[O:32])[CH:33]3[CH2:34][CH2:35]3)[CH2:29]2)[c:8](=[N:10][C:11]([c:12]2[c:13]([O:22][CH3:23])[cH:14][cH:15][c:16]([C:18]([F:19])([F:20])[F:21])[cH:17]2)=[O:24])[s:9]1.[CH3:36][O:37][c:38]1[cH:39][cH:40][c:41]([P:42]2(=[S:43])[S:44][P:46](=[S:47])([c:48]3[cH:49][cH:50][c:51]([O:52][CH3:53])[cH:54][cH:55]3)[S:45]2)[cH:56][cH:57]1.[CH3:58][c:59]1[cH:60][cH:61][cH:62][cH:63][cH:64]1>>[C:1]([CH3:2])([CH3:3])([CH3:4])[c:5]1[cH:6][n:7]([CH2:25][CH:26]2[CH2:27][N:28]([S:30](=[O:31])(=[O:32])[CH:33]3[CH2:34][CH2:35]3)[CH2:29]2)[c:8](=[N:10][C:11]([c:12]2[c:13]([O:22][CH3:23])[cH:14][cH:15][c:16]([C:18]([F:19])([F:20])[F:21])[cH:17]2)=[S:45])[s:9]1. Starting materials: COc1ccc(C(F)(F)F)cc1C(=O)N=c1sc(C(C)(C)C)cn1CC1CN(S(=O)(=O)C2CC2)C1, COc1ccc(P2(=S)SP(=S)(c3ccc(OC)cc3)S2)cc1, Cc1ccccc1.